From a dataset of the Open Reaction Database (ORD), a public repository of structured organic reaction records. describe an organic reaction: reactants, conditions, products, and yield Reactants: FC1=CC=C(C=C1)C1=NN2C(C=CC(=C2)C(F)(F)F)=C1C(C=CN(C)C)=O (2-(4-fluorophenyl)-3-(3-(dimethylamino)-2-propenoyl)-6-trifluoromethyl-pyrazolo[1,5-a]pyridine), COC1=CC=C(COCCCNC(=N)N)C=C1 (N-(3-(4-methoxybenzyloxy)propyl)-guanidine), C([O-])([O-])=O.[K+].[K+] (potassium carbonate), O (water). Run in CN(C=O)C (N,N-dimethylformamide). The product is FC1=CC=C(C=C1)C1=NN2C(C=CC(=C2)C(F)(F)F)=C1C1=NC(=NC=C1)NCCCOCC1=CC=C(C=C1)OC (4-[2-(4-Fluorophenyl)-6-trifluoromethylpyrazolo[1,5-a]pyridin-3-yl]-N-(3-(4-methoxybenzyloxy)propyl)-2-pyrimidinamine). RXN SMILES: [F:1][C:2]1[CH:7]=[CH:6][C:5]([C:8]2[C:20]([C:21](=O)[CH:22]=[CH:23]N(C)C)=[C:11]3[CH:12]=[CH:13][C:14]([C:16]([F:19])([F:18])[F:17])=[CH:15][N:10]3[N:9]=2)=[CH:4][CH:3]=1.[CH3:28][O:29][C:30]1[CH:44]=[CH:43][C:33]([CH2:34][O:35][CH2:36][CH2:37][CH2:38][NH:39][C:40]([NH2:42])=[NH:41])=[CH:32][CH:31]=1.C(=O)([O-])[O-].[K+].[K+].O>CN(C)C=O>[F:1][C:2]1[CH:3]=[CH:4][C:5]([C:8]2[C:20]([C:21]3[CH:22]=[CH:23][N:42]=[C:40]([NH:39][CH2:38][CH2:37][CH2:36][O:35][CH2:34][C:33]4[CH:32]=[CH:31][C:30]([O:29][CH3:28])=[CH:44][CH:43]=4)[N:41]=3)=[C:11]3[CH:12]=[CH:13][C:14]([C:16]([F:17])([F:19])[F:18])=[CH:15][N:10]3[N:9]=2)=[CH:6][CH:7]=1 |f:2.3.4|. Procedure details: A mixture of 2-(4-fluorophenyl)-3-(3-(dimethylamino)-2-propenoyl)-6-trifluoromethyl-pyrazolo[1,5-a]pyridine (Example 65f. 2.0 g, 5.3 mmol), N-(3-(4-methoxybenzyloxy)propyl)-guanidine (2.7 g, 7.95 mmol), and potassium carbonate (2.2 g, 15.9 mmol) was stirred in N,N-dimethylformamide (20 mL) in a 100° C. oil bath for 18 h. The mixture was cooled to room temperature, water (200 mL) was added the mixture was extracted with chloroform. The chloroform extracts were dried over anhydrous MgSO4, filtered... Reactants: C(C1=CC=CC=C1)OC1=C(C=C(C=C1)[N+](=O)[O-])C(C)(C)N (N-(1-(2-benzyloxy-5-nitrophenyl)-1-methylethyl)amine), C([O-])([O-])=O.[K+].[K+] (potassium carbonate). Product: C(C)(C)(C)OC(NC(C)(C)C1=C(C=CC(=C1)[N+](=O)[O-])OCC1=CC=CC=C1)=O (N-(1-(2-benzyloxy-5-nitrophenyl)-1-methylethyl)carbamic acid t-butyl ester). Yield: 94.0%. RXN SMILES: [CH2:1]([O:8][C:9]1[CH:14]=[CH:13][C:12]([N+:15]([O-:17])=[O:16])=[CH:11][C:10]=1[C:18]([NH2:21])([CH3:20])[CH3:19])[C:2]1[CH:7]=[CH:6][CH:5]=[CH:4][CH:3]=1.[C:22](=[O:25])([O-])[O-:23].[K+].[K+]>>[C:2]([O:23][C:22](=[O:25])[NH:21][C:18]([C:10]1[CH:11]=[C:12]([N+:15]([O-:17])=[O:16])[CH:13]=[CH:14][C:9]=1[O:8][CH2:1][C:2]1[CH:3]=[CH:4][CH:5]=[CH:6][CH:7]=1)([CH3:19])[CH3:20])([CH3:7])([CH3:3])[CH3:1] |f:1.2.3|. Procedure: Using the compound obtained in Example 564 as a starting material and also using potassium carbonate as a base, the same procedure of Example 63 gave 828 mg of the titled compound (yield, 94%). Solvent: C1(=CC=CC=C1)C (toluene), C1(=CC=CC=C1)C (toluene), CN(C)C=O (DMF). Reaction SMILES: [CH3:1][N:2]1[C:7]([NH2:8])=[N:6][C:4](=[O:5])[CH2:3]1.[Br:9][C:10]1[CH:14]=[CH:13][S:12][C:11]=1[N:15]=[C:16]=[O:17].O>CN(C=O)C.C1(C)C=CC=CC=1>[Br:9][C:10]1[CH:14]=[CH:13][S:12][C:11]=1[NH:15][C:16]([N:8]=[C:7]1[NH:6][C:4](=[O:5])[CH2:3][N:2]1[CH3:1])=[O:17]. The yield is 20.7%. Reported procedure: To a stirred suspension of 0.8 g (7.1 mM) of creatinine in 10 ml of anhydrous DMF was added a solution of 1.12 g (5.5 mM) of 3-bromo-2-thienyl isocyanate in 5 ml of toluene. The resulting mixture was heated at 65° C. for 5 hrs. (hours), cooled, and poured into a mixture of 200 ml water and 25 ml toluene. The precipitate was collected and recrystallized from ethyl acetate to give 0.36 g of the above urea as a tan colored solid, m.p. 192°-193° C. (dec.) Run at temperature 65 celsius. Product: BrC1=C(SC=C1)NC(=O)N=C1N(CC(N1)=O)C (1-(3-Bromo-2-thienyl)-3-(tetrahydro-1-methyl-4-oxo--1-H-imidazol-2-ylidene) urea). The reactants are BrC1=C(SC=C1)N=C=O (3-bromo-2-thienyl isocyanate), O (water), CN1CC(=O)N=C1N (creatinine). The reactants are CC1=C(C=C(C(=C1)[N+](=O)[O-])C)C1CC(N(CC1)CC1=CC=C(C=C1)OC)=O (4-(2,5-dimethyl-4-nitrophenyl)-1-(4-methoxybenzyl)piperidin-2-one). Reagents/catalysts: [Pd] (Pd/C). Run in CO (MeOH). Run at time 14 hour. The product is NC1=CC(=C(C=C1C)C1CC(N(CC1)CC1=CC=C(C=C1)OC)=O)C (4-(4-amino-2,5-dimethylphenyl)-1-(4-methoxybenzyl)piperidin-2-one). RXN SMILES: [CH3:1][C:2]1[CH:7]=[C:6]([N+:8]([O-])=O)[C:5]([CH3:11])=[CH:4][C:3]=1[CH:12]1[CH2:17][CH2:16][N:15]([CH2:18][C:19]2[CH:24]=[CH:23][C:22]([O:25][CH3:26])=[CH:21][CH:20]=2)[C:14](=[O:27])[CH2:13]1>CO.[Pd]>[NH2:8][C:6]1[C:5]([CH3:11])=[CH:4][C:3]([CH:12]2[CH2:17][CH2:16][N:15]([CH2:18][C:19]3[CH:20]=[CH:21][C:22]([O:25][CH3:26])=[CH:23][CH:24]=3)[C:14](=[O:27])[CH2:13]2)=[C:2]([CH3:1])[CH:7]=1. Procedure: To 4-(2,5-dimethyl-4-nitrophenyl)-1-(4-methoxybenzyl)piperidin-2-one (63 mg, 0.17 mmol) in MeOH (10 mL) was added 10% w/w Pd/C (6 mg), the mixture was degassed and stirred under H2 at room temperature for 14 hr. After removing the catalyst by filtration, the filtrate was concentrated to provide 4-(4-amino-2,5-dimethylphenyl)-1-(4-methoxybenzyl)piperidin-2-one as a pale yellowish oil. ESMS m/z 339.2 (M+H+). Starting materials: ClC=1C=C(C(NN1)=O)NC1=CC=C(C=N1)N1C(CN(CC1)C(=O)OC(C)(C)C)=O (tert-Butyl 4-(6-(6-Chloro-3-oxo-2,3-dihydropyridazin-4-ylamino)pyridin-3-yl)-3-oxopiperazine-1-carboxylate), FC1=C(C=C(C=C1)B1OC(C(O1)(C)C)(C)C)NC(=O)C1=CC2=C(S1)CCCC2 (N-(2-fluoro-5-(4,4,5,5-tetramethyl-1,3,2-dioxaborolan-2-yl)phenyl)-4,5,6,7-tetrahydrobenzo[b]thiophene-2-carboxamide), C([O-])([O-])=O.[Na+].[Na+] (sodium carbonate), Cl (hydrochloric acid). The reagents and catalysts are C=1C=CC(=CC1)[P](C=2C=CC=CC2)(C=3C=CC=CC3)[Pd]([P](C=4C=CC=CC4)(C=5C=CC=CC5)C=6C=CC=CC6)([P](C=7C=CC=CC7)(C=8C=CC=CC8)C=9C=CC=CC9)[P](C=1C=CC=CC1)(C=1C=CC=CC1)C=1C=CC=CC1 (Tetrakis(triphenylphosphine)palladium). Solvent: O (water), CN(C)C=O (DMF), O (water). Reaction conditions: temperature 100 celsius, time 4 day. Yields the product FC1=C(C=C(C=C1)C=1C=C(C(NN1)=O)NC1=CC=C(C=N1)N1C(CN(CC1)C(=O)OC(C)(C)C)=O)NC(=O)C1=CC2=C(S1)CCCC2 (tert-Butyl 4-(6-(6-(4-Fluoro-3-(4,5,6,7-tetrahydrobenzo[b]thiophene-2-carboxamido)phenyl)-3-oxo-2,3-dihydropyridazin-4-ylamino)pyridin-3-yl)-3-oxopiperazine-1-carboxylate). Yield: 26.6%. As a reaction SMILES: Cl[C:2]1[CH:3]=[C:4]([NH:9][C:10]2[N:15]=[CH:14][C:13]([N:16]3[CH2:21][CH2:20][N:19]([C:22]([O:24][C:25]([CH3:28])([CH3:27])[CH3:26])=[O:23])[CH2:18][C:17]3=[O:29])=[CH:12][CH:11]=2)[C:5](=[O:8])[NH:6][N:7]=1.[F:30][C:31]1[CH:36]=[CH:35][C:34](B2OC(C)(C)C(C)(C)O2)=[CH:33][C:32]=1[NH:46][C:47]([C:49]1[S:53][C:52]2[CH2:54][CH2:55][CH2:56][CH2:57][C:51]=2[CH:50]=1)=[O:48].C(=O)([O-])[O-].[Na+].[Na+].Cl>C1C=CC([P]([Pd]([P](C2C=CC=CC=2)(C2C=CC=CC=2)C2C=CC=CC=2)([P](C2C=CC=CC=2)(C2C=CC=CC=2)C2C=CC=CC=2)[P](C2C=CC=CC=2)(C2C=CC=CC=2)C2C=CC=CC=2)(C2C=CC=CC=2)C2C=CC=CC=2)=CC=1.O.CN(C=O)C>[F:30][C:31]1[CH:36]=[CH:35][C:34]([C:2]2[CH:3]=[C:4]([NH:9][C:10]3[N:15]=[CH:14][C:13]([N:16]4[CH2:21][CH2:20][N:19]([C:22]([O:24][C:25]([CH3:28])([CH3:27])[CH3:26])=[O:23])[CH2:18][C:17]4=[O:29])=[CH:12][CH:11]=3)[C:5](=[O:8])[NH:6][N:7]=2)=[CH:33][C:32]=1[NH:46][C:47]([C:49]1[S:53][C:52]2[CH2:54][CH2:55][CH2:56][CH2:57][C:51]=2[CH:50]=1)=[O:48] |f:2.3.4,^1:68,70,89,108|. Procedure: In a 50-mL round-bottomed flask equipped with a magnetic stirrer and reflux condenser, 2f (240 mg, 0.570 mmol), N-(2-fluoro-5-(4,4,5,5-tetramethyl-1,3,2-dioxaborolan-2-yl)phenyl)-4,5,6,7-tetrahydrobenzo[b]thiophene-2-carboxamide (251 mg, 0.630 mmol) and sodium carbonate (181 mg, 1.71 mmol) were mixed with DMF (16.0 mL) and water (3.0 mL). This mixture was degassed with nitrogen for 30 min. Tetrakis(triphenylphosphine)palladium (66 mg, 0.057 mmol) was added and the mixture was stirred at 100° C. ...